This data is from the Open Reaction Database (ORD), a public repository of structured organic reaction records. The task is: describe an organic reaction: reactants, conditions, products, and yield Reactants: solution, C[Si]([N-][Si](C)(C)C)(C)C.[Li+] (lithium hexamethyldisilazide), IC (iodomethane), C(#N)C1=CC(=C(C=C1)[C@H]1NC(N(C(=C1C#N)C)C1=CC(=CC=C1)C(F)(F)F)=O)[N+](=O)[O-] ((4R)-4-(4-Cyano-2-nitrophenyl)-6-methyl-2-oxo-1-[3-(trifluoromethyl)phenyl]-1,2,3,4-tetrahydropyrimidine-5-carbonitrile). Run in C1CCOC1 (THF), C1CCOC1 (THF), C1CCOC1 (THF). Reaction conditions: time 30 minute. Yields the product C(#N)C1=CC(=C(C=C1)[C@H]1N(C(N(C(=C1C#N)C)C1=CC(=CC=C1)C(F)(F)F)=O)C)[N+](=O)[O-] ((4R)-4-(4-Cyano-2-nitrophenyl)-3,6-dimethyl-2-oxo-1-[3-(trifluoromethyl)phenyl]-1,2,3,4-tetrahydropyrimidine-5-carbonitrile). RXN SMILES: [C:1]([C:3]1[CH:8]=[CH:7][C:6]([C@@H:9]2[C:14]([C:15]#[N:16])=[C:13]([CH3:17])[N:12]([C:18]3[CH:23]=[CH:22][CH:21]=[C:20]([C:24]([F:27])([F:26])[F:25])[CH:19]=3)[C:11](=[O:28])[NH:10]2)=[C:5]([N+:29]([O-:31])=[O:30])[CH:4]=1)#[N:2].[CH3:32][Si](C)(C)[N-][Si](C)(C)C.[Li+].IC>C1COCC1>[C:1]([C:3]1[CH:8]=[CH:7][C:6]([C@@H:9]2[C:14]([C:15]#[N:16])=[C:13]([CH3:17])[N:12]([C:18]3[CH:23]=[CH:22][CH:21]=[C:20]([C:24]([F:26])([F:27])[F:25])[CH:19]=3)[C:11](=[O:28])[N:10]2[CH3:32])=[C:5]([N+:29]([O-:31])=[O:30])[CH:4]=1)#[N:2] |f:1.2|. Procedure details: The reaction was carried out under argon. (4R)-4-(4-Cyano-2-nitrophenyl)-6-methyl-2-oxo-1-[3-(trifluoromethyl)phenyl]-1,2,3,4-tetrahydropyrimidine-5-carbonitrile (5.0 g, 11.7 mmol) was initially charged in absolute THF (500 ml), and a 1 M solution of lithium hexamethyldisilazide (LiHMDS) in THF (13.5 ml, 13.5 mmol, 1.15 eq.) was added at −78° C. After 30 min of stirring, iodomethane (8.30 g, 58.5 mmol; 5 eq.) in THF was added, and the mixture was stirred with gradual warming from −78° C. to RT f...